This data is from the Open Reaction Database (ORD), a public repository of structured organic reaction records. The task is: describe an organic reaction: reactants, conditions, products, and yield Reaction SMILES: [C:1]1([CH:7]([C:37]2[CH:42]=[CH:41][CH:40]=[CH:39][CH:38]=2)[CH2:8][NH:9][C:10]2[N:18]=[C:17]([C:19]([O:21][CH2:22][CH3:23])=[O:20])[N:16]=[C:15]3[C:11]=2[N:12]=[CH:13][N:14]3[C@H:24]2[C@@H:28]3[O:29][C:30]([CH3:33])([CH3:32])[O:31][C@@H:27]3[C@@H:26]([C:34](O)=[O:35])[O:25]2)[CH:6]=[CH:5][CH:4]=[CH:3][CH:2]=1.C(N1C=CN=C1)([N:45]1[CH:49]=[CH:48]N=C1)=O.C(N)C.O>O1CCCC1>[CH2:49]([NH:45][C:34]([C@@H:26]1[C@H:27]2[O:31][C:30]([CH3:33])([CH3:32])[O:29][C@H:28]2[C@H:24]([N:14]2[CH:13]=[N:12][C:11]3[C:15]2=[N:16][C:17]([C:19]([O:21][CH2:22][CH3:23])=[O:20])=[N:18][C:10]=3[NH:9][CH2:8][CH:7]([C:37]2[CH:38]=[CH:39][CH:40]=[CH:41][CH:42]=2)[C:1]2[CH:6]=[CH:5][CH:4]=[CH:3][CH:2]=2)[O:25]1)=[O:35])[CH3:48]. Reaction conditions: temperature 15 celsius, time 2 hour. The product is C(C)NC(=O)[C@H]1O[C@H]([C@H]2[C@@H]1OC(O2)(C)C)N2C1=NC(=NC(=C1N=C2)NCC(C2=CC=CC=C2)C2=CC=CC=C2)C(=O)OCC (Ethyl 9-{(3aR,4R,6S,6aS)-6-[(ethylamino)carbonyl]-2,2-dimethyltetrahydrofuro[3,4-d][1.3]dioxol-4-yl}-6-[(2,2-diphenylethyl)amino]-9H-purine-2-carboxylate). Procedure details: To a solution of (3aS,4S,6R,6aR)-6-[6-[(2,2-diphenylethyl)amino]-2-(ethoxycarbonyl)-9H-purin-9-yl]-2,2-dimethyltetrahydrofuro[3,4-d][1,3]dioxole-4-carboxylic acid (Preparations 67 and 68) (20.0 g, 0.0349 moles) in anhydrous tetrahydrofuran (100 ml) under an atmosphere of nitrogen was added 1,1′-carbonyldiimidazole (6.80 g, 0.0418 moles) and the resultant mixture was stirred at ambient temperature for 1.5 hours. To this solution was then added a solution of ethylamine in tetrahydrofuran (24.4 ml ... The solvent is O1CCCC1 (tetrahydrofuran), O1CCCC1 (tetrahydrofuran), O1CCCC1 (tetrahydrofuran). Yield: 78.9%. Reactants: C(C)N (ethylamine), solution, C(C)N (ethylamine), solution, C1(=CC=CC=C1)C(CNC1=C2N=CN(C2=NC(=N1)C(=O)OCC)[C@@H]1O[C@@H]([C@@H]2[C@H]1OC(O2)(C)C)C(=O)O)C2=CC=CC=C2 ((3aS,4S,6R,6aR)-6-[6-[(2,2-diphenylethyl)amino]-2-(ethoxycarbonyl)-9H-purin-9-yl]-2,2-dimethyltetrahydrofuro[3,4-d][1,3]dioxole-4-carboxylic acid), C(=O)(N1C=NC=C1)N1C=NC=C1 (1,1′-carbonyldiimidazole), O (water), resultant mixture, resultant mixture.